From a dataset of the Open Reaction Database (ORD), a public repository of structured organic reaction records. describe an organic reaction: reactants, conditions, products, and yield The reactants are COC([C@@H]([C@H](CC1CCCCC1)NC(=O)OC(C)(C)C)O)=O ((S)-3-t-butoxycarbonylamino-(R)-2-hydroxy-4-cyclohexylbutyric acid methyl ester), C(C1=CC=CC=C1)Br (benzyl bromide), ice, C(C1=CC=CC=C1)OCC1=CC=CC=C1 (benzyl ether), Cl (hydrochloric acid), [H-].[Na+] (Sodium hydride), hydroxy methyl ester. Solvent: CN(C=O)C (dimethylformamide), CCOCC (ether). Run at temperature 0 celsius. The product is COC([C@@H]([C@H](CC1CCCCC1)NC(=O)OC(C)(C)C)OCC1=CC=CC=C1)=O ((S)-3-t-butoxycarbonylamino-(R)-2-benzyloxy-4-cyclohexylbutyric acid methyl ester). RXN SMILES: [CH3:1][O:2][C:3](=[O:22])[C@H:4]([OH:21])[C@@H:5]([NH:13][C:14]([O:16][C:17]([CH3:20])([CH3:19])[CH3:18])=[O:15])[CH2:6][CH:7]1[CH2:12][CH2:11][CH2:10][CH2:9][CH2:8]1.[CH2:23](Br)[C:24]1[CH:29]=[CH:28][CH:27]=[CH:26][CH:25]=1.[H-].[Na+].Cl.C(OCC1C=CC=CC=1)C1C=CC=CC=1>CN(C)C=O.CCOCC>[CH3:1][O:2][C:3](=[O:22])[C@H:4]([O:21][CH2:23][C:24]1[CH:29]=[CH:28][CH:27]=[CH:26][CH:25]=1)[C@@H:5]([NH:13][C:14]([O:16][C:17]([CH3:18])([CH3:19])[CH3:20])=[O:15])[CH2:6][CH:7]1[CH2:12][CH2:11][CH2:10][CH2:9][CH2:8]1 |f:2.3|. Procedure details: (S)-3-t-butoxycarbonylamino-(R)-2-hydroxy-4-cyclohexylbutyric acid methyl ester (4.58 g., 14.52 mmol) was dissolved in anhydrous dimethylformamide (30 ml.) together with benzyl bromide (2.6 ml., 21.7 mmol) and cooled to 0° C. Sodium hydride (freed of oil by washing with hexane, 450 mg., 19.6 mmol) was added in one portion and the mixture was stirred under nitrogen and allowed to warm to 25° C. over a period of about 15 minutes. The mixture was poured slowly into a stirred ice-cooled mixture of e... RXN SMILES: C[O:2][C:3]([C:5]1[CH:22]=[CH:21][C:8]([C:9]([N:11]2[C:20]3[C:15](=[CH:16][CH:17]=[CH:18][CH:19]=3)[CH2:14][CH2:13][CH2:12]2)=[O:10])=[CH:7][CH:6]=1)=[O:4].[OH-].[Na+]>CO>[C:3]([C:5]1[CH:6]=[CH:7][C:8]([C:9]([N:11]2[C:20]3[C:15](=[CH:16][CH:17]=[CH:18][CH:19]=3)[CH2:14][CH2:13][CH2:12]2)=[O:10])=[CH:21][CH:22]=1)([OH:4])=[O:2] |f:1.2|. The solvent is CO (methanol). The reactants are COC(=O)C1=CC=C(C(=O)N2CCCC3=CC=CC=C23)C=C1 (1-(4-methoxycarbonylbenzoyl)-1,2,3,4-tetrahydroquinoline), [OH-].[Na+] (sodium hydroxide). Procedure: To a solution of 1-(4-methoxycarbonylbenzoyl)-1,2,3,4-tetrahydroquinoline (22.7 g) in methanol (300 ml) is added 5% aqueous sodium hydroxide solution (150 ml) and the mixture is refluxed for 2 hours. Methanol is distilled off under reduced pressure and the resulting residue is acidified with diluted hydrochloric acid, extracted with diethyl ether, and dried over magnesium sulfate. The solvent is distilled off under reduced pressure and the resulting crystal is collected by filtration to give 1-(... Yield: 61.0%. Product: C(=O)(O)C1=CC=C(C(=O)N2CCCC3=CC=CC=C23)C=C1 (1-(4-carboxybenzoyl)-1,2,3,4-tetrahydroquinoline).